From a dataset of the Open Reaction Database (ORD), a public repository of structured organic reaction records. describe an organic reaction: reactants, conditions, products, and yield Reactants: C(C)OC(=O)C=1C(=NC2=CC=C(C=C2C1CC1=C(C=CC=C1)Cl)Cl)N(C)C (6-chloro-4-(2-chloro-benzyl)-2-dimethylamino-quinoline-3-carboxylic acid ethyl ester), [OH-].[Na+] (NaOH). The solvent is C(C)O (ethanol). Yields the product ClC=1C=C2C(=C(C(=NC2=CC1)N(C)C)C(=O)O)CC1=C(C=CC=C1)Cl (6-Chloro-4-(2-chloro-benzyl)-2-dimethylamino-quinoline-3-carboxylic acid). As a reaction SMILES: C([O:3][C:4]([C:6]1[C:7]([N:25]([CH3:27])[CH3:26])=[N:8][C:9]2[C:14]([C:15]=1[CH2:16][C:17]1[CH:22]=[CH:21][CH:20]=[CH:19][C:18]=1[Cl:23])=[CH:13][C:12]([Cl:24])=[CH:11][CH:10]=2)=[O:5])C.[OH-].[Na+]>C(O)C>[Cl:24][C:12]1[CH:13]=[C:14]2[C:9](=[CH:10][CH:11]=1)[N:8]=[C:7]([N:25]([CH3:26])[CH3:27])[C:6]([C:4]([OH:5])=[O:3])=[C:15]2[CH2:16][C:17]1[CH:22]=[CH:21][CH:20]=[CH:19][C:18]=1[Cl:23] |f:1.2|. Reported procedure: The title compound was prepared in analogy to example 12 step B from a mixture of 6-chloro-4-(2-chloro-benzyl)-2-dimethylamino-quinoline-3-carboxylic acid ethyl ester and 1N NaOH in ethanol. Pale yellow solid. LC-MS (ESI): 375 (M+H)+. The reactants are C(C1=CC=CC=C1)[C@H]1N(C(OC1)=O)C([C@@H](C(C)C)CS(=O)(=O)N1CCN(CC1)C1=NC=C(C=N1)C1=CC=C(C=C1)F)=O (4-(R)-benzyl-3-(2-(R)-{4-[5-(4-fluorophenyl)pyrimidin-2-yl]piperazine1-sulfonylmethyl}-3-methyl-butyryl)oxazolidin-2-one), 4-(2-piperazin-1-ylpyrimidin-5-yl)benzonitrile, trifluoroacetic acid salt, C(C1=CC=CC=C1)[C@H]1N(C(OC1)=O)C([C@@H](C(C)C)CS(=O)(=O)Cl)=O (4-(R)-benzyl-3-(2-(R)-chlorosulfonylmethyl-3-methylbutyryl)oxazolidin-2-one). The product is C(C1=CC=CC=C1)[C@H]1N(C(OC1)=O)C(=O)[C@H](CS(=O)(=O)N1CCN(CC1)C1=NC=C(C=N1)C1=CC=C(C#N)C=C1)C(C)C (4-(2-{4-[2-(R)-(4-(R)-Benzyl-2-oxooxazolidine-3-carbonyl)-3-methylbutane-1-sulfonyl]piperazin-1-yl}pyrimidin-5-yl)benzonitrile). The yield is 69.0%. As a reaction SMILES: [CH2:1]([C@@H:8]1[CH2:12][O:11][C:10](=[O:13])[N:9]1[C:14](=[O:42])[C@H:15]([CH2:19][S:20]([N:23]1[CH2:28][CH2:27][N:26]([C:29]2[N:34]=[CH:33][C:32]([C:35]3[CH:40]=[CH:39][C:38](F)=[CH:37][CH:36]=3)=[CH:31][N:30]=2)[CH2:25][CH2:24]1)(=[O:22])=[O:21])[CH:16]([CH3:18])[CH3:17])[C:2]1[CH:7]=[CH:6][CH:5]=[CH:4][CH:3]=1.C([C@@H:50]1COC(=O)[N:51]1C(=O)[C@H](CS(Cl)(=O)=O)C(C)C)C1C=CC=CC=1>>[CH2:1]([C@@H:8]1[CH2:12][O:11][C:10](=[O:13])[N:9]1[C:14]([C@@H:15]([CH:16]([CH3:18])[CH3:17])[CH2:19][S:20]([N:23]1[CH2:28][CH2:27][N:26]([C:29]2[N:34]=[CH:33][C:32]([C:35]3[CH:40]=[CH:39][C:38]([C:50]#[N:51])=[CH:37][CH:36]=3)=[CH:31][N:30]=2)[CH2:25][CH2:24]1)(=[O:22])=[O:21])=[O:42])[C:2]1[CH:7]=[CH:6][CH:5]=[CH:4][CH:3]=1. Reported procedure: Prepared according to the method for the preparation of 4-(R)-benzyl-3-(2-(R)-{4-[5-(4-fluorophenyl)pyrimidin-2-yl]piperazine1-sulfonylmethyl}-3-methyl-butyryl)oxazolidin-2-one, from 4-(2-piperazin-1-ylpyrimidin-5-yl)benzonitrile, trifluoroacetic acid salt (0.64 g) and 4-(R)-benzyl-3-(2-(R)-chlorosulfonylmethyl-3-methylbutyryl)oxazolidin-2-one (0.75 g), to yield the title compound as a white solid (0.70 g, 69%). Reaction SMILES: [CH:1]([NH2:4])([CH3:3])[CH3:2].[I-].[Na+].CS(O[CH2:12][C:13]1[CH:14]=[C:15]([NH:23][C:24]([N:26]2[C:34]3[C:29](=[CH:30][C:31]([O:35][C:36]4[C:37]5[CH2:45][CH2:44][N:43](C(OC(C)(C)C)=O)[CH2:42][C:38]=5[N:39]=[CH:40][N:41]=4)=[CH:32][CH:33]=3)[CH:28]=[CH:27]2)=[O:25])[CH:16]=[C:17]([C:19]([F:22])([F:21])[F:20])[CH:18]=1)(=O)=O>C(Cl)Cl>[CH:1]([NH:4][CH2:12][C:13]1[CH:14]=[C:15]([NH:23][C:24]([N:26]2[C:34]3[C:29](=[CH:30][C:31]([O:35][C:36]4[C:37]5[CH2:45][CH2:44][NH:43][CH2:42][C:38]=5[N:39]=[CH:40][N:41]=4)=[CH:32][CH:33]=3)[CH:28]=[CH:27]2)=[O:25])[CH:16]=[C:17]([C:19]([F:22])([F:21])[F:20])[CH:18]=1)([CH3:3])[CH3:2] |f:1.2|. Run at time 45 minute. Reported procedure: To a solution of the above mixture (0.15 g, 0.227 mmol) in 3 mL of DCM, isopropyl amine (0.06 mL, 0.680 mmol) is added followed by sodium iodide (0.1 g, 0.68 mmol). After 45 min, LC-MS shows that tert-butyl 4-(1-(3-((methylsulfonyloxy)methyl)-5-(trifluoromethyl)phenylcarbamoyl)-1H-indol-5-yloxy)-5,6-dihydropyrido[3,4-d]pyrimidine-7(8H)-carboxylate is converted to desired product and the tert-butyl 4-(1-(3-(chloromethyl)-5-(trifluoromethyl)phenylcarbamoyl)-1H-indol-5-yloxy)-5,6-dihydropyrido[3,4-... Solvent: C(Cl)Cl (DCM). The product is C(C)(C)NCC=1C=C(C=C(C1)C(F)(F)F)NC(=O)N1C=CC2=CC(=CC=C12)OC=1C2=C(N=CN1)CNCC2 (N-(3-((isopropylamino)methyl)-5-(trifluoromethyl)phenyl)-5-(5,6,7,8-tetrahydropyrido[3,4-d]pyrimidin-4-yloxy)-1H-indole-1-carboxamide). Reactants: mixture, C(C)(C)N (isopropyl amine), CS(=O)(=O)OCC=1C=C(C=C(C1)C(F)(F)F)NC(=O)N1C=CC2=CC(=CC=C12)OC=1C2=C(N=CN1)CN(CC2)C(=O)OC(C)(C)C (tert-butyl 4-(1-(3-((methylsulfonyloxy)methyl)-5-(trifluoromethyl)phenylcarbamoyl)-1H-indol-5-yloxy)-5,6-dihydropyrido[3,4-d]pyrimidine-7(8H)-carboxylate), [I-].[Na+] (sodium iodide). The reactants are C1CCOC1, Nc1ccc(Oc2ncnc3cc(-c4ccccc4)[nH]c23)c(F)c1, O=C(Cc1ccccc1)N=C=S. The product is O=C(Cc1ccccc1)NC(=S)Nc1ccc(Oc2ncnc3cc(-c4ccccc4)[nH]c23)c(F)c1. As a reaction SMILES: [CH2:37]1[O:38][CH2:39][CH2:40][CH2:41]1.[F:1][c:2]1[cH:3][c:4]([NH2:24])[cH:5][cH:6][c:7]1[O:8][c:9]1[c:10]2[c:11]([n:12][cH:13][n:14]1)[cH:15][c:16](-[c:18]1[cH:19][cH:20][cH:21][cH:22][cH:23]1)[nH:17]2.[c:25]1([CH2:31][C:32](=[O:33])[N:34]=[C:35]=[S:36])[cH:26][cH:27][cH:28][cH:29][cH:30]1>>[F:1][c:2]1[cH:3][c:4]([NH:24][C:35]([NH:34][C:32]([CH2:31][c:25]2[cH:26][cH:27][cH:28][cH:29][cH:30]2)=[O:33])=[S:36])[cH:5][cH:6][c:7]1[O:8][c:9]1[c:10]2[c:11]([n:12][cH:13][n:14]1)[cH:15][c:16](-[c:18]1[cH:19][cH:20][cH:21][cH:22][cH:23]1)[nH:17]2.